This data is from the Open Reaction Database (ORD), a public repository of structured organic reaction records. The task is: describe an organic reaction: reactants, conditions, products, and yield Starting materials: O=C(CBr)Nc1ccc(C2(c3ccc(Cl)cc3)OCCO2)cc1C(=O)c1ccccc1, CO, [N-]=[N+]=[N-], [Na+], O. Product: [N-]=[N+]=NCC(=O)Nc1ccc(C2(c3ccc(Cl)cc3)OCCO2)cc1C(=O)c1ccccc1. As a reaction SMILES: [Br:1][CH2:2][C:3](=[O:4])[NH:5][c:6]1[c:7]([C:24]([c:25]2[cH:26][cH:27][cH:28][cH:29][cH:30]2)=[O:31])[cH:8][c:9]([C:12]2([c:17]3[cH:18][cH:19][c:20]([Cl:23])[cH:21][cH:22]3)[O:13][CH2:14][CH2:15][O:16]2)[cH:10][cH:11]1.[CH3:37][OH:38].[N-:33]=[N+:34]=[N-:35].[Na+:32].[OH2:36]>>[CH2:2]([C:3](=[O:4])[NH:5][c:6]1[c:7]([C:24]([c:25]2[cH:26][cH:27][cH:28][cH:29][cH:30]2)=[O:31])[cH:8][c:9]([C:12]2([c:17]3[cH:18][cH:19][c:20]([Cl:23])[cH:21][cH:22]3)[O:13][CH2:14][CH2:15][O:16]2)[cH:10][cH:11]1)[N:33]=[N+:34]=[N-:35]. The reactants are C(O)([O-])=O.[Na+] (Sodium hydrogencarbonate), Cl.N1CC(CCC1)COS(=O)(=O)C1=CC=C(C=C1)C (toluene-4-sulfonic acid piperidin-3-ylmethyl ester, hydrochloride), C(C)I (ethyl iodide), C([O-])([O-])=O.[Na+].[Na+] (sodium carbonate). Solvent: C(C)#N (acetonitrile). Run at temperature 65 celsius. Product: C(C)N1CC(CCC1)COS(=O)(=O)C1=CC=C(C=C1)C (Toluene-4-sulfonic acid 1-ethyl-piperidin-3-ylmethyl ester). Yield: 4.1%. As a reaction SMILES: Cl.[NH:2]1[CH2:7][CH2:6][CH2:5][CH:4]([CH2:8][O:9][S:10]([C:13]2[CH:18]=[CH:17][C:16]([CH3:19])=[CH:15][CH:14]=2)(=[O:12])=[O:11])[CH2:3]1.[CH2:20](I)[CH3:21].C(=O)([O-])[O-].[Na+].[Na+].C(=O)([O-])O.[Na+]>C(#N)C>[CH2:20]([N:2]1[CH2:7][CH2:6][CH2:5][CH:4]([CH2:8][O:9][S:10]([C:13]2[CH:14]=[CH:15][C:16]([CH3:19])=[CH:17][CH:18]=2)(=[O:12])=[O:11])[CH2:3]1)[CH3:21] |f:0.1,3.4.5,6.7|. Procedure: A mixture of 1 g (3.2. mmol) toluene-4-sulfonic acid piperidin-3-ylmethyl ester, hydrochloride, 1.02 g (7 mmol) ethyl iodide (commercially available) and 0.6 g (10 mmol) sodium carbonate in 20 mL acetonitrile was shaken at 65° C. over night. Sodium hydrogencarbonate aq. was added and the mixture was extracted with DCM. The combined organic fractions were evaporated to dryness and the residue was purified by preparative HPLC on reversed phase eluting with a gradient formed from acetonitrile/water... Starting materials: C(C=1C(N)=CC=CC1)(=O)O (anthranilic acid), CN (methylamine), CC1=C(C=O)C=CC(=C1)OC (2-methyl-4-methoxybenzaldehyde). The product is OC1=CC(=C(C=C1)C1=NC2=CC=CC=C2C(N1C)=O)C (2-(4-hydroxy-2-methylphenyl)-3-methyl-4(3H)-quinazolinone). As a reaction SMILES: [C:1]([OH:10])(=O)[C:2]1[C:3](=[CH:5][CH:6]=[CH:7][CH:8]=1)[NH2:4].[CH3:11][NH2:12].[CH3:13][C:14]1[CH:21]=[C:20]([O:22]C)[CH:19]=[CH:18][C:15]=1[CH:16]=O>>[OH:22][C:20]1[CH:19]=[CH:18][C:15]([C:16]2[N:12]([CH3:11])[C:1](=[O:10])[C:2]3[C:3](=[CH:5][CH:6]=[CH:7][CH:8]=3)[N:4]=2)=[C:14]([CH3:13])[CH:21]=1. Procedure: The entitled compound was obtained according to the method of Example 1-(1), 1-(2) and 1-(3) but using anthranilic acid, methylamine and 2-methyl-4-methoxybenzaldehyde.